Task: describe an organic reaction: reactants, conditions, products, and yield. Dataset: the Open Reaction Database (ORD), a public repository of structured organic reaction records The reactants are B(Br)(Br)Br (Boron tribromide), ClC1=CC(=C2C(=NC(C2=C1)(C1=CC(=NC=C1)C(F)(F)F)C1=CC(=CC=C1)OC)N)F (6-chloro-4-fluoro-1-(3-methoxyphenyl)-1-(2-(trifluoromethyl)pyridin-4-yl)-1H-isoindol-3-amine). The solvent is C(Cl)Cl (DCM). Conditions: time 45 minute. Product: NC1=NC(C2=CC(=CC(=C12)F)Cl)(C1=CC(=NC=C1)C(F)(F)F)C=1C=C(C=CC1)O (3-(3-Amino-6-chloro-4-fluoro-1-(2-(trifluoromethyl)pyridin-4-yl)-1H-isoindol-1-yl)phenol). The yield is 23.7%. RXN SMILES: B(Br)(Br)Br.[Cl:5][C:6]1[CH:14]=[C:13]2[C:9]([C:10]([NH2:33])=[N:11][C:12]2([C:25]2[CH:30]=[CH:29][CH:28]=[C:27]([O:31]C)[CH:26]=2)[C:15]2[CH:20]=[CH:19][N:18]=[C:17]([C:21]([F:24])([F:23])[F:22])[CH:16]=2)=[C:8]([F:34])[CH:7]=1>C(Cl)Cl>[NH2:33][C:10]1[C:9]2[C:13](=[CH:14][C:6]([Cl:5])=[CH:7][C:8]=2[F:34])[C:12]([C:25]2[CH:26]=[C:27]([OH:31])[CH:28]=[CH:29][CH:30]=2)([C:15]2[CH:20]=[CH:19][N:18]=[C:17]([C:21]([F:24])([F:23])[F:22])[CH:16]=2)[N:11]=1. Reported procedure: Boron tribromide (0.472 mL, 4.99 mmol) was added to a solution of 6-chloro-4-fluoro-1-(3-methoxyphenyl)-1-(2-(trifluoromethyl)pyridin-4-yl)-1H-isoindol-3-amine (870 mg, 2.00 mmol) in DCM (10 mL) at 0° C. under an argon atmosphere. The cooling bath was removed and the resulting mixture was stirred at rt for 45 min. The mixture was cooled to 0° C. and subsequently ice was added. The pH was adjusted to ˜8 with 4 M aq NaOH. The DCM was removed in vacuo and the resulting residue was extracted with Et... The reactants are S(=O)(=O)(O[O-])[O-].[K+].[K+] (potassium peroxymonosulfate), CSC1=CC=CC=2C=C(CCOC21)C(=O)OCC (ethyl 2,3-dihydro-9-methylthio-1-benzoxepin-4-carboxylate). Reagents/catalysts: S(=O)(=O)(O)[O-].C(CCC)[N+](CCCC)(CCCC)CCCC (tetrabutylammonium hydrogen sulfate). Run in O (water), C(C)(=O)OCC (ethyl acetate), O (water). Reaction conditions: time 2.5 hour. The product is CS(=O)C1=CC=CC=2C=C(CCOC21)C(=O)OCC (ethyl 2,3-dihydro-9-methanesulfinyl-1-benzoxepin-4-carboxylate). Isolated yield 23.6%. RXN SMILES: S([O-])(O[O-])(=O)=[O:2].[K+].[K+].[CH3:9][S:10][C:11]1[C:21]2[O:20][CH2:19][CH2:18][C:17]([C:22]([O:24][CH2:25][CH3:26])=[O:23])=[CH:16][C:15]=2[CH:14]=[CH:13][CH:12]=1>O.S([O-])(O)(=O)=O.C([N+](CCCC)(CCCC)CCCC)CCC.C(OCC)(=O)C>[CH3:9][S:10]([C:11]1[C:21]2[O:20][CH2:19][CH2:18][C:17]([C:22]([O:24][CH2:25][CH3:26])=[O:23])=[CH:16][C:15]=2[CH:14]=[CH:13][CH:12]=1)=[O:2] |f:0.1.2,5.6|. Procedure details: A solution of potassium peroxymonosulfate (6.7 g) in water (33 ml) was added dropwise to a mixture of ethyl 2,3-dihydro-9-methylthio-1-benzoxepin-4-carboxylate (2.6 g) and tetrabutylammonium hydrogen sulfate (0.7 g) in ethyl acetate (26 ml) and water (13 ml) and the mixture was stirred at ambient temperature for 2.5 hours. The separated organic layer was washed with 10% aqueous sodium thiosulfate. The organic layer was washed with water, dried over magnesium sulfate and evaporated in vacuo. The ... Reactants: COCCO (2-Methoxyethanol), [H-].[Na+] (sodium hydride), COC1=CC=C(C2=C1N=C(S2)NC(C2=CC(=NC=C2)CNC)=O)N2CCOCC2 (N-(4-Methoxy-7-morpholin-4-yl-benzothiazol-2-yl)-2-methylaminomethyl-isonicotinamide), ClCCl.CO (dichloromethane methanol). Solvent: O1CCCC1 (tetrahydrofurane). Conditions: time 15 hour. Yields the product COCCOCC=1C=C(C(=O)NC=2SC3=C(N2)C(=CC=C3N3CCOCC3)OC)C=CN1 (2-(2-Methoxy-ethoxymethyl)-N-(4-methoxy-7-morpholin-4-yl-benzothiazol-2-yl)-isonicotinamide). Yield: 48.0%. RXN SMILES: [CH3:1][O:2][CH2:3][CH2:4][OH:5].[H-].[Na+].[CH3:8][O:9][C:10]1[C:15]2[N:16]=[C:17]([NH:19][C:20](=[O:30])[C:21]3[CH:26]=[CH:25][N:24]=[C:23]([CH2:27]NC)[CH:22]=3)[S:18][C:14]=2[C:13]([N:31]2[CH2:36][CH2:35][O:34][CH2:33][CH2:32]2)=[CH:12][CH:11]=1.ClCCl.CO>O1CCCC1>[CH3:1][O:2][CH2:3][CH2:4][O:5][CH2:27][C:23]1[CH:22]=[C:21]([CH:26]=[CH:25][N:24]=1)[C:20]([NH:19][C:17]1[S:18][C:14]2[C:13]([N:31]3[CH2:32][CH2:33][O:34][CH2:35][CH2:36]3)=[CH:12][CH:11]=[C:10]([O:9][CH3:8])[C:15]=2[N:16]=1)=[O:30] |f:1.2,4.5|. Procedure details: 2-Methoxyethanol (2.6 ml, 48 mmol) is treated at 0° C. with sodium hydride (38 mg, 0.95 mmol, 60% in mineral oil) and the remaining solution allowed to warm to ambient temperature over 1 h. N-(4-Methoxy-7-morpholin-4-yl-benzothiazol-2-yl)-2-methylaminomethyl-isonicotinamide (200 mg, 0.48 mmol, dissolved in tetrahydrofurane (2.0 ml), is added and the mixture stirred at 80° C. for 15 h. The mixture is then evaporated to dryness, treated with saturated sodium carbonate (20 ml) and extracted four ti... Starting materials: C1CCOC1, CCOC(C)=O, CCOC(=O)c1nc(-c2ccc(Cl)cc2Cl)n(-c2ccc(OC)cc2)c1C, Cl, [Li+], [OH-], O. Yields the product COc1ccc(-n2c(-c3ccc(Cl)cc3Cl)nc(C(=O)O)c2C)cc1. As a reaction SMILES: [CH2:32]1[O:33][CH2:34][CH2:35][CH2:36]1.[CH2:37]([O:38][C:39](=[O:40])[CH3:41])[CH3:42].[Cl:1][c:2]1[c:3](-[c:9]2[n:10](-[c:20]3[cH:21][cH:22][c:23]([O:26][CH3:27])[cH:24][cH:25]3)[c:11]([CH3:19])[c:12]([C:14](=[O:15])[O:16][CH2:17][CH3:18])[n:13]2)[cH:4][cH:5][c:6]([Cl:8])[cH:7]1.[ClH:31].[Li+:29].[OH-:28].[OH2:30]>>[Cl:1][c:2]1[c:3](-[c:9]2[n:10](-[c:20]3[cH:21][cH:22][c:23]([O:26][CH3:27])[cH:24][cH:25]3)[c:11]([CH3:19])[c:12]([C:14](=[O:15])[OH:16])[n:13]2)[cH:4][cH:5][c:6]([Cl:8])[cH:7]1. Starting materials: CC1=CC=CC=2N3[C@@H](CCOC21)CNCC3 ((4aS)-8-methyl-2,3,4,4a,5,6-hexahydro-1H-pyrazino[2,1-d][1,5]benzoxazepine), C=O (formaldehyde), macroporous-cyanoborohydride, macroporous-cyanoborohydride. Solvent: buffer solution. The product is CN1C[C@@H]2CCOC3=C(N2CC1)C=CC=C3C ((4aS)-3,8-dimethyl-2,3,4,4a,5,6-hexahydro-1H-pyrazino[2,1-d][1,5]benzoxazepine). Reaction SMILES: [CH3:1][C:2]1[C:12]2[O:11][CH2:10][CH2:9][C@H:8]3[CH2:13][NH:14][CH2:15][CH2:16][N:7]3[C:6]=2[CH:5]=[CH:4][CH:3]=1.[CH2:17]=O>>[CH3:17][N:14]1[CH2:15][CH2:16][N:7]2[C@@H:8]([CH2:9][CH2:10][O:11][C:12]3[C:2]([CH3:1])=[CH:3][CH:4]=[CH:5][C:6]=32)[CH2:13]1. Procedure details: To a solution of Example 226 (50 mg, 0.229 mmol) in a pH 4 buffer solution (10 mL, made from 48 g acetic acid and 30.5 g sodium acetate in 1 L methanol) was added formaldehyde (36% solution, 13.8 mg, 0.46 mmol) and macroporous-cyanoborohydride resin (0.32 g, 0.69 mmol). The reaction was allowed to stir for 2 hours before the macroporous-cyanoborohydride resin was removed by filtration, and the solution concentrated. The concentrate was basified to pH=10 with NaOH (1 M aqueous), and the product w... Starting materials: C1CCOC1, C[Si](C)(C)[N-][Si](C)(C)C, [Cl-], COc1ccc(CN(Cc2ccc(OC)cc2)c2nc(C)nc(-c3cc(C(C)N4CCN(S(C)(=O)=O)CC4)cnc3F)n2)cc1, Nc1cc(F)c2cccnc2c1, [Li+], [NH4+]. The product is COc1ccc(CN(Cc2ccc(OC)cc2)c2nc(C)nc(-c3cc(C(C)N4CCN(S(C)(=O)=O)CC4)cnc3Nc3cc(F)c4cccnc4c3)n2)cc1. Reaction SMILES: [CH2:68]1[O:69][CH2:70][CH2:71][CH2:72]1.[CH3:58][Si:59]([N-:60][Si:61]([CH3:62])([CH3:63])[CH3:64])([CH3:65])[CH3:66].[Cl-:73].[F:1][c:2]1[n:3][cH:4][c:5]([CH:34]([CH3:35])[N:36]2[CH2:37][CH2:38][N:39]([S:42](=[O:43])(=[O:44])[CH3:45])[CH2:40][CH2:41]2)[cH:6][c:7]1-[c:8]1[n:9][c:10]([N:15]([CH2:16][c:17]2[cH:18][cH:19][c:20]([O:23][CH3:24])[cH:21][cH:22]2)[CH2:25][c:26]2[cH:27][cH:28][c:29]([O:32][CH3:33])[cH:30][cH:31]2)[n:11][c:12]([CH3:14])[n:13]1.[F:46][c:47]1[c:48]2[cH:49][cH:50][cH:51][n:52][c:53]2[cH:54][c:55]([NH2:57])[cH:56]1.[Li+:67].[NH4+:74]>>[c:2]1([NH:57][c:55]2[cH:54][c:53]3[c:48]([c:47]([F:46])[cH:56]2)[cH:49][cH:50][cH:51][n:52]3)[n:3][cH:4][c:5]([CH:34]([CH3:35])[N:36]2[CH2:37][CH2:38][N:39]([S:42](=[O:43])(=[O:44])[CH3:45])[CH2:40][CH2:41]2)[cH:6][c:7]1-[c:8]1[n:9][c:10]([N:15]([CH2:16][c:17]2[cH:18][cH:19][c:20]([O:23][CH3:24])[cH:21][cH:22]2)[CH2:25][c:26]2[cH:27][cH:28][c:29]([O:32][CH3:33])[cH:30][cH:31]2)[n:11][c:12]([CH3:14])[n:13]1. The reactants are CN(C)C=O, O=C(Cl)C(=O)Cl, ClCCl, O=C(O)c1cc2cccnc2n(-c2ccccc2)c1=O. The product is [Cl-], O=C(O)c1cc2cccnc2n(-c2ccccc2)c1=O. As a reaction SMILES: [CH3:27][N:28]([CH3:29])[CH:30]=[O:31].[Cl:21][C:22]([C:23]([Cl:24])=[O:25])=[O:26].[Cl:32][CH2:33][Cl:34].[O:1]=[c:2]1[n:3](-[c:15]2[cH:16][cH:17][cH:18][cH:19][cH:20]2)[c:4]2[n:5][cH:6][cH:7][cH:8][c:9]2[cH:10][c:11]1[C:12](=[O:13])[OH:14]>>[Cl-:21].[O:1]=[c:2]1[n:3](-[c:15]2[cH:16][cH:17][cH:18][cH:19][cH:20]2)[c:4]2[n:5][cH:6][cH:7][cH:8][c:9]2[cH:10][c:11]1[C:12](=[O:13])[OH:14].